This data is from the Open Reaction Database (ORD), a public repository of structured organic reaction records. The task is: describe an organic reaction: reactants, conditions, products, and yield As a reaction SMILES: [CH3:1][N:2]1[C:7]2[CH:8]=[CH:9][CH:10]=[CH:11][C:6]=2[O:5][CH2:4][CH2:3]1.[Br:12]N1C(=O)CCC1=O>CN(C=O)C.C(Cl)Cl>[Br:12][C:10]1[CH:9]=[CH:8][C:7]2[N:2]([CH3:1])[CH2:3][CH2:4][O:5][C:6]=2[CH:11]=1. The reactants are CN1CCOC2=C1C=CC=C2 (4-Methyl-3,4-dihydro-2H-benzo[1,4]oxazine), BrN1C(CCC1=O)=O (N-bromosuccinimide). Product: BrC1=CC2=C(N(CCO2)C)C=C1 (7-Bromo-4-methyl-3,4-dihydro-2H-benzo[1,4]oxazine). Run at temperature 80 celsius. Isolated yield 77.5%. Solvent: CN(C)C=O (DMF), C(Cl)Cl (DCM). Reported procedure: A mixture of the 104B (0.225 g, 1.51 mmol) and N-bromosuccinimide (0.269 g, 1.51 mmol) in DMF (10 mL) was heated at 80° C. overnight. The reaction mixture was dissolved in DCM and washed with water several times. The organic layer was collected, dried over anhydrous sodium sulfate, and concentrated under reduced pressure. The residue was purified by silica gel chromatography to give 0.267 g (78%) of 104C. HPLC retention time=3.32 min. (Condition B) and LC/MS M+1=230.03 (d). 1H-NMR (500 MHz, CDCl... The reactants are BrC1=CC(=C(C=C1)C1=CC=C(C=C1)C(CCC(=O)OC)=O)F (4-(4′-bromo-2′-fluoro-biphenyl-4-yl)-4-oxo-butyric acid, methyl ester). Run in Cl (hydrochloric acid). Yields the product BrC1=CC(=C(C=C1)C1=CC=C(C=C1)C(CCC(=O)O)=O)F (4-(4′-bromo-2′-fluoro-biphenyl-4-yl)-4-oxo-butyric acid). Isolated yield 97.6%. Reaction SMILES: [Br:1][C:2]1[CH:7]=[CH:6][C:5]([C:8]2[CH:13]=[CH:12][C:11]([C:14](=[O:21])[CH2:15][CH2:16][C:17]([O:19]C)=[O:18])=[CH:10][CH:9]=2)=[C:4]([F:22])[CH:3]=1>Cl>[Br:1][C:2]1[CH:7]=[CH:6][C:5]([C:8]2[CH:9]=[CH:10][C:11]([C:14](=[O:21])[CH2:15][CH2:16][C:17]([OH:19])=[O:18])=[CH:12][CH:13]=2)=[C:4]([F:22])[CH:3]=1. Reported procedure: A suspension of 4-(4′-bromo-2′-fluoro-biphenyl-4-yl)-4-oxo-butyric acid, methyl ester (2.94 g, 0.00805 mol) in 6 M hydrochloric acid was refluxed for 23 hours and allowed to cool. The solids were filtered, washed with 0.1 M hydrochloric acid, and dried under house vacuum to give 2.76 g of 4-(4′-bromo-2′-fluoro-biphenyl-4-yl)-4-oxo-butyric acid as a pale yellow solid; mp 145-147° C. The reactants are CO, CC(=O)O, [Fe], CSCOc1ccc(N)c([N+](=O)[O-])c1. The product is CSCOc1ccc(N)c(N)c1. RXN SMILES: [CH3:15][OH:16].[CH3:18][C:19](=[O:20])[OH:21].[Fe:17].[N+:1]([O-:2])(=[O:3])[c:4]1[c:5]([NH2:6])[cH:7][cH:8][c:9]([O:11][CH2:12][S:13][CH3:14])[cH:10]1>>[NH2:1][c:4]1[c:5]([NH2:6])[cH:7][cH:8][c:9]([O:11][CH2:12][S:13][CH3:14])[cH:10]1. Reactants: CC1(C2=C(C(=CC=C2)P(C3=CC=CC=C3)C4=CC=CC=C4)OC5=C(C=CC=C51)P(C6=CC=CC=C6)C7=CC=CC=C7)C (Xantphos), OC1=CC=C(CNC(C2=CC=C(C=C2)NC=2C=3N(C(=CN2)C=2C=NNC2)C=CN3)=O)C=C1 (N-(4-Hydroxybenzyl)-4-[5-(1H-pyrazol-4-yl)imidazo[1,2-a]pyrazin-8-ylamino]benzamide), CC(C)(C)[O-].[Na+] (NaOtBu), BrC1=CN=C(C=2N1C=CN2)Br (5,8-dibromoimidazo[1,2-a]pyrazine), N1=C(C=CC=C1)C=1N=NN(C1)C1=CC=C(C=C1)N (4-(4-pyridin-2-yl-[1,2,3]triazol-1-yl)-phenylamine). Reagents/catalysts: C=1C=CC(=CC1)/C=C/C(=O)/C=C/C2=CC=CC=C2.C=1C=CC(=CC1)/C=C/C(=O)/C=C/C2=CC=CC=C2.C=1C=CC(=CC1)/C=C/C(=O)/C=C/C2=CC=CC=C2.[Pd].[Pd] (Pd2(dba)3). Run in C1(=CC=CC=C1)C (toluene). Product: BrC1=CN=C(C=2N1C=CN2)NC2=CC=C(C=C2)N2N=NC(=C2)C2=NC=CC=C2 ((5-Bromo-imidazo[1,2-a]pyrazin-8-yl)-[4-(4-pyridin-2-yl-[1,2,3]triazol-1-yl)-phenyl]amine). RXN SMILES: OC1C=CC(CNC(=O)C2C=CC(NC3C4N(C=CN=4)C(C4C=NNC=4)=CN=3)=CC=2)=CC=1.[Br:33][C:34]1[N:39]2[CH:40]=[CH:41][N:42]=[C:38]2[C:37](Br)=[N:36][CH:35]=1.[N:44]1[CH:49]=[CH:48][CH:47]=[CH:46][C:45]=1[C:50]1[N:51]=[N:52][N:53]([C:55]2[CH:60]=[CH:59][C:58]([NH2:61])=[CH:57][CH:56]=2)[CH:54]=1.CC([O-])(C)C.[Na+].CC1(C)C2C(=C(P(C3C=CC=CC=3)C3C=CC=CC=3)C=CC=2)OC2C(P(C3C=CC=CC=3)C3C=CC=CC=3)=CC=CC1=2>C1C=CC(/C=C/C(/C=C/C2C=CC=CC=2)=O)=CC=1.C1C=CC(/C=C/C(/C=C/C2C=CC=CC=2)=O)=CC=1.C1C=CC(/C=C/C(/C=C/C2C=CC=CC=2)=O)=CC=1.[Pd].[Pd].C1(C)C=CC=CC=1>[Br:33][C:34]1[N:39]2[CH:40]=[CH:41][N:42]=[C:38]2[C:37]([NH:61][C:58]2[CH:59]=[CH:60][C:55]([N:53]3[CH:54]=[C:50]([C:45]4[CH:46]=[CH:47][CH:48]=[CH:49][N:44]=4)[N:51]=[N:52]3)=[CH:56][CH:57]=2)=[N:36][CH:35]=1 |f:3.4,6.7.8.9.10|. Procedure: In the same way as described for Compound 90, step 1, using 5,8-dibromoimidazo[1,2-a]pyrazine (80.5 mg, 0.291 mmol), 4-(4-pyridin-2-yl-[1,2,3]triazol-1-yl)-phenylamine (68.3 g, 0.288 mmol), NaOtBu (38.2 mg, 0.403 mmol), Pd2(dba)3 (10.5 mg, 0.0115 mmol), Xantphos (13.3 mg, 0.023mmol) and toluene (4 mL). The crude material is purified by silica gel column chromatography eluting with 98:2 DCM:MeOH followed by 97:3 DCM:MeOH affording the title compound (52.8 mg, 42%). Starting materials: CCOC(=O)CC(=O)c1ccncc1, CO, O=C[O-], [NH4+]. Product: CCOC(=O)C=C(N)c1ccncc1. RXN SMILES: [C:1]([c:2]1[cH:3][cH:4][n:5][cH:6][cH:7]1)(=[O:8])[CH2:9][C:10](=[O:11])[O:12][CH2:13][CH3:14].[CH3:19][OH:20].[CH:15]([O-:16])=[O:17].[NH4+:18]>>[C:1]([c:2]1[cH:3][cH:4][n:5][cH:6][cH:7]1)(=[CH:9][C:10](=[O:11])[O:12][CH2:13][CH3:14])[NH2:18]. Reactants: COc1ncc(N2CC(C)N(Cc3ccccc3)C(C)C2)cc1NS(=O)(=O)c1ccc(-c2ccc(C)o2)c(F)c1, CCO, Cl, [H][H]. Yields the product COc1ncc(N2CC(C)NC(C)C2)cc1NS(=O)(=O)c1ccc(-c2ccc(C)o2)c(F)c1, Cl. RXN SMILES: [CH3:1][CH:2]1[CH2:3][N:4]([c:16]2[cH:17][c:18]([NH:24][S:25](=[O:26])(=[O:27])[c:28]3[cH:29][c:30]([F:40])[c:31](-[c:34]4[o:35][c:36]([CH3:39])[cH:37][cH:38]4)[cH:32][cH:33]3)[c:19]([O:22][CH3:23])[n:20][cH:21]2)[CH2:5][CH:6]([CH3:15])[N:7]1[CH2:8][c:9]1[cH:10][cH:11][cH:12][cH:13][cH:14]1.[CH3:44][CH2:45][OH:46].[ClH:43].[H:41][H:42]>>[CH3:1][CH:2]1[CH2:3][N:4]([c:16]2[cH:17][c:18]([NH:24][S:25](=[O:26])(=[O:27])[c:28]3[cH:29][c:30]([F:40])[c:31](-[c:34]4[o:35][c:36]([CH3:39])[cH:37][cH:38]4)[cH:32][cH:33]3)[c:19]([O:22][CH3:23])[n:20][cH:21]2)[CH2:5][CH:6]([CH3:15])[NH:7]1.[ClH:43].